Dataset: the Open Reaction Database (ORD), a public repository of structured organic reaction records. Task: describe an organic reaction: reactants, conditions, products, and yield Reactants: [H-].[Na+] (sodium hydride), CS(=O)(=O)C1=CC=C(CO)C=C1 (4-(Methylsulfonyl)benzyl alcohol), C(C)(C)(C)OC(=O)N1CCC(CC1)[C@@H]1[C@@H](C1)CI (tert-butyl-4-[(1R,2R)-2-(iodomethyl)cyclopropyl]piperidine-1-carboxylate). The solvent is CN(C)C=O (DMF), CN(C)C=O (DMF). Reaction conditions: time 15 hour. Yields the product C(C)(C)(C)OC(=O)N1CCC(CC1)[C@@H]1[C@@H](C1)COCC1=CC=C(C=C1)S(=O)(=O)C (tert-butyl-4-[(1R,2R)-2-({[4-(methylsulfonyl)benzyl]oxy}methyl)cyclopropyl]piperidine-1-carboxylate). Reaction SMILES: [CH3:1][S:2]([C:5]1[CH:12]=[CH:11][C:8]([CH2:9][OH:10])=[CH:7][CH:6]=1)(=[O:4])=[O:3].[H-].[Na+].[C:15]([O:19][C:20]([N:22]1[CH2:27][CH2:26][CH:25]([C@H:28]2[CH2:30][C@H:29]2[CH2:31]I)[CH2:24][CH2:23]1)=[O:21])([CH3:18])([CH3:17])[CH3:16]>CN(C=O)C>[C:15]([O:19][C:20]([N:22]1[CH2:23][CH2:24][CH:25]([C@H:28]2[CH2:30][C@H:29]2[CH2:31][O:10][CH2:9][C:8]2[CH:11]=[CH:12][C:5]([S:2]([CH3:1])(=[O:3])=[O:4])=[CH:6][CH:7]=2)[CH2:26][CH2:27]1)=[O:21])([CH3:18])([CH3:16])[CH3:17] |f:1.2|. Procedure: 4-(Methylsulfonyl)benzyl alcohol (1.0 g, 5.4 mmol) was dissolved in DMF (12 mL), and sodium hydride (60 wt % dispersion in oil, 320 mg, 8 mmol) was added. The iodide from step A (2.35 g, 6.4 mmol) in DMF (12 mL) was added and the resulting solution was stirred at RT for 15 h. The solution was quenched with sat. NH4Cl, and EtOAc. The organic layer was washed with water and brine. The organic layer was dried over Na2SO4, filtered, and concentrated. The residue was purified via silica gel column ch... The reactants are ClCCl, N#Cc1ncc(CO)cc1Cl, O=S(Cl)Cl. The product is N#Cc1ncc(CCl)cc1Cl. Reaction SMILES: [Cl:16][CH2:17][Cl:18].[Cl:1][c:2]1[c:3]([C:10]#[N:11])[n:4][cH:5][c:6]([CH2:8][OH:9])[cH:7]1.[S:12]([Cl:13])([Cl:14])=[O:15]>>[Cl:1][c:2]1[c:3]([C:10]#[N:11])[n:4][cH:5][c:6]([CH2:8][Cl:14])[cH:7]1. Starting materials: C1(CCCCC1)ON1C(CC(CC1(C)C)O)(C)C (1-cyclohexyloxy-2,2,6,6-tetramethyl-4-hydroxypiperidine), C(=O)(Cl)Cl (phosgene). Product: Cl.C1(CCCCC1)ON1C(CC(CC1(C)C)OC(=O)Cl)(C)C (1-Cyclohexyloxy-2,2,6,6-tetramethyl-4-chlorocarbonyloxypiperidine Hydrochloride). Isolated yield 80.0%. RXN SMILES: [CH:1]1([O:7][N:8]2[C:13]([CH3:15])([CH3:14])[CH2:12][CH:11]([OH:16])[CH2:10][C:9]2([CH3:18])[CH3:17])[CH2:6][CH2:5][CH2:4][CH2:3][CH2:2]1.[C:19]([Cl:22])([Cl:21])=[O:20]>>[ClH:21].[CH:1]1([O:7][N:8]2[C:9]([CH3:17])([CH3:18])[CH2:10][CH:11]([O:16][C:19]([Cl:22])=[O:20])[CH2:12][C:13]2([CH3:15])[CH3:14])[CH2:2][CH2:3][CH2:4][CH2:5][CH2:6]1 |f:2.3|. Procedure: Following the procedure of Example 1, 1-cyclohexyloxy-2,2,6,6-tetramethyl-4-hydroxypiperidine is reacted with phosgene to form the title compound in a yield of 80%. The product melts at 174°-175° C. Reactants: NC(=O)C1(CCN(CC1)C(=O)OC(C)(C)C)NC(=O)OCC1=CC=CC=C1 (tert-Butyl 4-(aminocarbonyl)-4-{[(benzyloxy)carbonyl]amino}piperidine-1-carboxylate). The reagents and catalysts are [Pd] (Palladium on carbon). The solvent is CCO (EtOH). Reaction conditions: time 24 hour. Product: NC1(CCN(CC1)C(=O)OC(C)(C)C)C(=O)N (tert-butyl 4-amino-4-(aminocarbonyl)piperidine-1-carboxylate). Yield: 104.6%. Reaction SMILES: [NH2:1][C:2]([C:4]1([NH:17]C(OCC2C=CC=CC=2)=O)[CH2:9][CH2:8][N:7]([C:10]([O:12][C:13]([CH3:16])([CH3:15])[CH3:14])=[O:11])[CH2:6][CH2:5]1)=[O:3]>[Pd].CCO>[NH2:17][C:4]1([C:2]([NH2:1])=[O:3])[CH2:9][CH2:8][N:7]([C:10]([O:12][C:13]([CH3:14])([CH3:15])[CH3:16])=[O:11])[CH2:6][CH2:5]1. Procedure details: 10% Palladium on carbon (200 mg) was added to a solution of tert-Butyl 4-(aminocarbonyl)-4-{[(benzyloxy)carbonyl]amino}piperidine-1-carboxylate (430 mg, 1.14 mmol) in EtOH (20 mL). The reaction vessel was evacuated and back-filled with nitrogen (3×), then back-filled with hydrogen (1 atm). After 24 h, the mixture was filtered though celite and concentrated to give the title compound (0.29 g). Yields the product CC1(c2ccccc2)c2ccccc2CCN1Cc1ccccc1. Reactants: [Br-], C[Mg+], CCOCC, [Cl-], [I-], [NH4+], c1ccc(C[N+]2=C(c3ccccc3)c3ccccc3CC2)cc1. As a reaction SMILES: [Br-:25].[CH3:26][Mg+:27].[CH3:30][CH2:31][O:32][CH2:33][CH3:34].[Cl-:28].[I-:1].[NH4+:29].[c:2]1([C:8]2=[N+:9]([CH2:18][c:19]3[cH:20][cH:21][cH:22][cH:23][cH:24]3)[CH2:10][CH2:11][c:12]3[cH:13][cH:14][cH:15][cH:16][c:17]32)[cH:3][cH:4][cH:5][cH:6][cH:7]1>>[c:2]1([C:8]2([CH3:26])[N:9]([CH2:18][c:19]3[cH:20][cH:21][cH:22][cH:23][cH:24]3)[CH2:10][CH2:11][c:12]3[cH:13][cH:14][cH:15][cH:16][c:17]32)[cH:3][cH:4][cH:5][cH:6][cH:7]1. Reactants: O=C(n1ccnc1)n1ccnc1, CCCCCCCCCCCCCCCCNc1ccc(C(=O)O)cc1, [H-], [Na+], C1CCOC1, Oc1cccnc1. Yields the product CCCCCCCCCCCCCCCCNc1ccc(C(=O)Oc2cccnc2)cc1. RXN SMILES: [C:27]([n:28]1[cH:29][cH:30][n:31][cH:32]1)([n:33]1[cH:34][cH:35][n:36][cH:37]1)=[O:38].[CH2:1]([CH2:2][CH2:3][CH2:4][CH2:5][CH2:6][CH2:7][CH2:8][CH2:9][CH2:10][CH2:11][CH2:12][CH2:13][CH2:14][CH2:15][CH3:16])[NH:17][c:18]1[cH:19][cH:20][c:21]([C:22](=[O:23])[OH:24])[cH:25][cH:26]1.[H-:46].[Na+:47].[O:48]1[CH2:49][CH2:50][CH2:51][CH2:52]1.[OH:39][c:40]1[cH:41][n:42][cH:43][cH:44][cH:45]1>>[CH2:1]([CH2:2][CH2:3][CH2:4][CH2:5][CH2:6][CH2:7][CH2:8][CH2:9][CH2:10][CH2:11][CH2:12][CH2:13][CH2:14][CH2:15][CH3:16])[NH:17][c:18]1[cH:19][cH:20][c:21]([C:22](=[O:23])[O:24][c:40]2[cH:41][n:42][cH:43][cH:44][cH:45]2)[cH:25][cH:26]1. Starting materials: C(C)(C)(C)OC(=O)N1CC(OCC1)C1=CC=C(C=C1)N ((RS)-2-(4-Amino-phenyl)-morpholine-4-carboxylic acid tert-butyl ester), ClC1=NC=C(C=C1)Cl (2,5-dichloropyridine), C([O-])([O-])=O.[Cs+].[Cs+] (cesium carbonate). Run in O1CCOCC1 (dioxane). Run at temperature 100 celsius, time 8 hour. The product is C(C)(C)(C)OC(=O)N1CC(OCC1)C1=CC=C(C=C1)NC1=NC=C(C=C1)Cl ((RS)-2-[4-(5-chloro-pyridin-2-ylamino)-phenyl]-morpholine-4-carboxylic acid tert-butyl ester). Isolated yield 61.9%. RXN SMILES: [C:1]([O:5][C:6]([N:8]1[CH2:13][CH2:12][O:11][CH:10]([C:14]2[CH:19]=[CH:18][C:17]([NH2:20])=[CH:16][CH:15]=2)[CH2:9]1)=[O:7])([CH3:4])([CH3:3])[CH3:2].Cl[C:22]1[CH:27]=[CH:26][C:25]([Cl:28])=[CH:24][N:23]=1.C(=O)([O-])[O-].[Cs+].[Cs+]>O1CCOCC1>[C:1]([O:5][C:6]([N:8]1[CH2:13][CH2:12][O:11][CH:10]([C:14]2[CH:15]=[CH:16][C:17]([NH:20][C:22]3[CH:27]=[CH:26][C:25]([Cl:28])=[CH:24][N:23]=3)=[CH:18][CH:19]=2)[CH2:9]1)=[O:7])([CH3:4])([CH3:2])[CH3:3] |f:2.3.4|. Procedure: (RS)-2-(4-Amino-phenyl)-morpholine-4-carboxylic acid tert-butyl ester (60 mg, CAS 1002726-96-6), 2,5-dichloropyridine (31.9 mg, CAS 16110-09-1) and cesium carbonate (105 mg) were combined with dioxane (2 ml) to give a yellow suspension. The mixture was degassed by bubbling argon into the mixture for several minutes. Xantphos (7.48 mg) and tris(dibenzylideneacetone)dipalladium chloroform complex (6.69 mg) were then added. The reaction mixture was then capped and stirred at 100° C. overnight. The ...